From a dataset of the Open Reaction Database (ORD), a public repository of structured organic reaction records. describe an organic reaction: reactants, conditions, products, and yield The reactants are O=C([O-])[O-], C1CCOC1, C#CCCN, O=S(=O)(Cl)Cc1ccc(Cl)c(Cl)c1, Cl, [K+], [K+], O. The product is C#CCCNS(=O)(=O)Cc1ccc(Cl)c(Cl)c1. RXN SMILES: [C:1](=[O:2])([O-:3])[O-:4].[CH2:27]1[O:28][CH2:29][CH2:30][CH2:31]1.[CH2:8]([CH2:9][C:10]#[CH:11])[NH2:12].[Cl:13][c:14]1[cH:15][c:16]([CH2:21][S:22](=[O:23])(=[O:24])[Cl:25])[cH:17][cH:18][c:19]1[Cl:20].[ClH:7].[K+:5].[K+:6].[OH2:26]>>[CH2:8]([CH2:9][C:10]#[CH:11])[NH:12][S:22]([CH2:21][c:16]1[cH:15][c:14]([Cl:13])[c:19]([Cl:20])[cH:18][cH:17]1)(=[O:23])=[O:24]. Starting materials: CC(C)(C)OC(=O)N1CCC(n2cc(Br)cn2)CC1, O=C([O-])[O-], COCCOC, CC(Oc1cc(B2OC(C)(C)C(C)(C)O2)cnc1N)c1c(Cl)ccc(F)c1Cl, [Na+], [Na+], O, Cl[Pd]Cl, c1ccc(P(c2ccccc2)c2ccccc2)cc1, c1ccc(P(c2ccccc2)c2ccccc2)cc1. Product: CC(Oc1cc(-c2cnn(C3CCN(C(=O)OC(C)(C)C)CC3)c2)cnc1N)c1c(Cl)ccc(F)c1Cl. As a reaction SMILES: [C:29]([CH3:30])([CH3:31])([CH3:32])[O:33][C:34](=[O:35])[N:36]1[CH2:37][CH2:38][CH:39]([n:42]2[n:43][cH:44][c:45]([Br:47])[cH:46]2)[CH2:40][CH2:41]1.[C:48](=[O:49])([O-:50])[O-:51].[CH3:54][O:55][CH2:56][CH2:57][O:58][CH3:59].[Cl:1][c:2]1[c:3]([CH:10]([CH3:11])[O:12][c:13]2[c:14]([NH2:28])[n:15][cH:16][c:17]([B:19]3[O:20][C:21]([CH3:22])([CH3:23])[C:24]([CH3:25])([CH3:26])[O:27]3)[cH:18]2)[c:4]([Cl:9])[cH:5][cH:6][c:7]1[F:8].[Na+:52].[Na+:53].[OH2:60].[Pd:61]([Cl:62])[Cl:63].[c:64]1([P:65]([c:66]2[cH:67][cH:68][cH:69][cH:70][cH:71]2)[c:72]2[cH:73][cH:74][cH:75][cH:76][cH:77]2)[cH:78][cH:79][cH:80][cH:81][cH:82]1.[c:83]1([P:84]([c:85]2[cH:86][cH:87][cH:88][cH:89][cH:90]2)[c:91]2[cH:92][cH:93][cH:94][cH:95][cH:96]2)[cH:97][cH:98][cH:99][cH:100][cH:101]1>>[Cl:1][c:2]1[c:3]([CH:10]([CH3:11])[O:12][c:13]2[c:14]([NH2:28])[n:15][cH:16][c:17](-[c:45]3[cH:44][n:43][n:42]([CH:39]4[CH2:38][CH2:37][N:36]([C:34]([O:33][C:29]([CH3:30])([CH3:31])[CH3:32])=[O:35])[CH2:41][CH2:40]4)[cH:46]3)[cH:18]2)[c:4]([Cl:9])[cH:5][cH:6][c:7]1[F:8].